This data is from the Open Reaction Database (ORD), a public repository of structured organic reaction records. The task is: describe an organic reaction: reactants, conditions, products, and yield The reactants are O=C(O)COc1ccc(Cl)s1, COCC1NCC(C)N(Cc2ccc3c(N)ncnc3c2)C1=O. RXN SMILES: [Cl:24][c:25]1[cH:26][cH:27][c:28]([O:30][CH2:31][C:32](=[O:33])[OH:34])[s:29]1.[NH2:1][c:2]1[n:3][cH:4][n:5][c:6]2[cH:7][c:8]([CH2:12][N:13]3[C:14](=[O:23])[CH:15]([CH2:20][O:21][CH3:22])[NH:16][CH2:17][CH:18]3[CH3:19])[cH:9][cH:10][c:11]12>>[NH2:1][c:2]1[n:3][cH:4][n:5][c:6]2[cH:7][c:8]([CH2:12][N:13]3[C:14](=[O:23])[CH:15]([CH2:20][O:21][CH3:22])[N:16]([C:32]([CH2:31][O:30][c:28]4[cH:27][cH:26][c:25]([Cl:24])[s:29]4)=[O:33])[CH2:17][CH:18]3[CH3:19])[cH:9][cH:10][c:11]12. The product is COCC1C(=O)N(Cc2ccc3c(N)ncnc3c2)C(C)CN1C(=O)COc1ccc(Cl)s1. The reactants are BrCC(=O)C1=C(C=C(C(=C1)S(N)(=O)=O)Cl)Cl (2-bromo-2',4'-dichloro-5'-sulfamoylacetophenone), C(CCC)NC(=S)NCCCC (1.3-dibutyl-thiourea). The product is Br.C(CCC)N1C(SCC1(O)C1=C(C=C(C(=C1)S(N)(=O)=O)Cl)Cl)=NCCCC (3-Butyl-2-butylimino-4-(2,4-dichloro-5-sulfamoylphenyl)-1,3-thiazolidine-4-ol-hydrobromide). RXN SMILES: [Br:1][CH2:2][C:3]([C:5]1[CH:10]=[C:9]([S:11](=[O:14])(=[O:13])[NH2:12])[C:8]([Cl:15])=[CH:7][C:6]=1[Cl:16])=[O:4].[CH2:17]([NH:21][C:22]([NH:24][CH2:25][CH2:26][CH2:27][CH3:28])=[S:23])[CH2:18][CH2:19][CH3:20]>>[BrH:1].[CH2:25]([N:24]1[C:3]([C:5]2[CH:10]=[C:9]([S:11](=[O:14])(=[O:13])[NH2:12])[C:8]([Cl:15])=[CH:7][C:6]=2[Cl:16])([OH:4])[CH2:2][S:23][C:22]1=[N:21][CH2:17][CH2:18][CH2:19][CH3:20])[CH2:26][CH2:27][CH3:28] |f:2.3|. Procedure details: was obtained in a manner analogous to the method described in Example 10 from 3.5 g of 2-bromo-2',4'-dichloro-5'-sulfamoylacetophenone and 1.9 g of 1.3-dibutyl-thiourea. M.p. 194° C (decomposition).